From a dataset of the Open Reaction Database (ORD), a public repository of structured organic reaction records. describe an organic reaction: reactants, conditions, products, and yield Reactants: ClC1=CC=C(C=C1)C1=NC=2C(=NC=CC2)N1CC(=O)O (2-(4-chlorophenyl)-3H-imidazo[4,5-b]pyridine-3-acetic acid), C(=O)(N1C=NC=C1)N1C=NC=C1 (1,1'-carbonyldiimidazole), CNCCC (methylpropylamine). Run in O1CCCC1 (tetrahydrofuran), O1CCCC1 (tetrahydrofuran). Run at time 2.5 hour. The product is O.ClC1=CC=C(C=C1)C1=NC=2C(=NC=CC2)N1CC(=O)N(CCC)C (2-(4-Chlorophenyl)-N-methyl-N-propyl-3H-imidazo[4,5-b]pyridine-3-acetamide hydrate). Yield: 57.3%. Reaction SMILES: [Cl:1][C:2]1[CH:7]=[CH:6][C:5]([C:8]2[N:16]([CH2:17][C:18]([OH:20])=[O:19])[C:11]3=[N:12][CH:13]=[CH:14][CH:15]=[C:10]3[N:9]=2)=[CH:4][CH:3]=1.C(N1C=CN=C1)(N1C=CN=C1)=O.[CH3:33][NH:34][CH2:35][CH2:36][CH3:37]>O1CCCC1>[OH2:19].[Cl:1][C:2]1[CH:3]=[CH:4][C:5]([C:8]2[N:16]([CH2:17][C:18]([N:34]([CH3:33])[CH2:35][CH2:36][CH3:37])=[O:20])[C:11]3=[N:12][CH:13]=[CH:14][CH:15]=[C:10]3[N:9]=2)=[CH:6][CH:7]=1 |f:4.5|. Procedure: A suspension of 2-(4-chlorophenyl)-3H-imidazo[4,5-b]pyridine-3-acetic acid (5.0 g, 0.0174 mole), 1,1'-carbonyldiimidazole (2.82 g, 0.0174 mole) and dry tetrahydrofuran (100 ml) was stirred at room temperature for 2.5 hours with a stream of nitrogen bubbling through it. A solution of methylpropylamine (3.81 g, 0.0522 mole) in tetrahydrofuran (4 ml) was added, and the reaction mixture was heated at 45° C. for 15 hours, then stirred at room temperature. The solvents were evaporated under reduced pr... The reactants are N1C(C=2N3C(C=CC=C13)=NC2)=O (1,2-dihydro-1,4,7b-triazacyclopent[cd]inden-2-one), Cl (HCl). Run in CO (methanol). Run at time 1 hour. Yields the product Cl.Cl.NCCCCN1C(C=2N3C(C=CC=C13)=NC2)=O (1-[4-(amino)butan-1-yl]-1,2-dihydro-1,4,7b-triazacyclopent[cd]inden-2-one-dihydrochloride). Isolated yield 79.5%. Reaction SMILES: [NH:1]1[C:9]2[N:4]3[C:5](=[N:10][CH:11]=[C:3]3[C:2]1=[O:12])[CH:6]=[CH:7][CH:8]=2.[ClH:13]>CO>[ClH:13].[ClH:13].[NH2:1][CH2:9][CH2:8][CH2:7][CH2:6][N:1]1[C:9]2[N:4]3[C:5](=[N:10][CH:11]=[C:3]3[C:2]1=[O:12])[CH:6]=[CH:7][CH:8]=2 |f:3.4.5|. Procedure details: To a solution of 548 mg (1.66 mmol) of 1-[4-tert-butoxycarbonylamino)butan-1-yl)-1,2-dihydro-1,4,7b-triazacyclopent[cd]inden-2-one in 10 ml of methanol was added dropwise 10 ml of conc. HCl. The mixture was stirred for one hour at room temperature. The solvent was distilled off. To the residue was added acetone. The resulting solid was collected by filtration and washed with acetone to give 400 mg of the desired compound (79.5%, grayish white solid). RXN SMILES: [C:41]12([CH2:42][S:43]([OH:44])(=[O:45])=[O:46])[C:47]([CH3:48])([CH3:49])[CH:50]([CH2:51][CH2:52]1)[CH2:53][C:54]2=[O:55].[CH:56]([OH:57])([CH3:58])[CH3:59].[Cl:21][c:22]1[n:23][cH:24][c:25]([Cl:40])[c:26]([NH:28][c:29]2[c:30]([C:31](=[O:32])[NH:33][CH3:34])[cH:35][cH:36][cH:37][c:38]2[F:39])[n:27]1.[NH2:1][c:2]1[cH:3][cH:4][c:5]2[c:6]([cH:20]1)[N:7]([C:12]([CH2:13][N:14]1[CH2:15][CH2:16][CH2:17][CH2:18]1)=[O:19])[CH2:8][CH2:9][CH2:10][O:11]2>>[NH:1]([c:2]1[cH:3][cH:4][c:5]2[c:6]([cH:20]1)[N:7]([C:12]([CH2:13][N:14]1[CH2:15][CH2:16][CH2:17][CH2:18]1)=[O:19])[CH2:8][CH2:9][CH2:10][O:11]2)[c:22]1[n:23][cH:24][c:25]([Cl:40])[c:26]([NH:28][c:29]2[c:30]([C:31](=[O:32])[NH:33][CH3:34])[cH:35][cH:36][cH:37][c:38]2[F:39])[n:27]1. Reactants: CC1(C)C2CCC1(CS(=O)(=O)O)C(=O)C2, CC(C)O, CNC(=O)c1cccc(F)c1Nc1nc(Cl)ncc1Cl, Nc1ccc2c(c1)N(C(=O)CN1CCCC1)CCCO2. Product: CNC(=O)c1cccc(F)c1Nc1nc(Nc2ccc3c(c2)N(C(=O)CN2CCCC2)CCCO3)ncc1Cl.